From a dataset of the Open Reaction Database (ORD), a public repository of structured organic reaction records. describe an organic reaction: reactants, conditions, products, and yield Starting materials: CC(=O)O, Cc1[nH]cc(C#N)c1-c1ccc(Cl)cc1C(=O)c1ccccc1Cl. The product is Cc1[nH]cc2c1-c1ccc(Cl)cc1C(c1ccccc1Cl)=NC2. Reaction SMILES: [CH3:25][C:26](=[O:27])[OH:28].[Cl:1][c:2]1[cH:3][c:4]([C:16]([c:17]2[c:18]([Cl:23])[cH:19][cH:20][cH:21][cH:22]2)=[O:24])[c:5](-[c:8]2[c:9]([C:14]#[N:15])[cH:10][nH:11][c:12]2[CH3:13])[cH:6][cH:7]1>>[Cl:1][c:2]1[cH:3][c:4]2[c:5]([cH:6][cH:7]1)-[c:8]1[c:9]([cH:10][nH:11][c:12]1[CH3:13])[CH2:14][N:15]=[C:16]2[c:17]1[c:18]([Cl:23])[cH:19][cH:20][cH:21][cH:22]1. Starting materials: Cl (hydrochloric acid), [OH-].[Na+] (sodium hydroxide), CO (methanol), C1(CC1)C1=C(C=C(C(=C1)CN1CCC(CC1)N1C(C=2C=C(C(=NC2CC1)CCC)C(=O)OC)=O)OCC)C1=C(C=CC=C1)F (methyl 6-(1-((2-cyclopropyl-5-ethoxy-2′-fluorobiphenyl-4-yl)methyl)piperidin-4-yl)-5-oxo-2-propyl-5,6,7,8-tetrahydro-1,6-naphthyridine-3-carboxylate). Run in C(C)(=O)OCC (ethyl acetate), C1CCOC1 (THF). Run at temperature 60 celsius, time 30 minute. The product is C1(CC1)C1=C(C=C(C(=C1)CN1CCC(CC1)N1C(C=2C=C(C(=NC2CC1)CCC)C(=O)O)=O)OCC)C1=C(C=CC=C1)F (6-(1-((2-cyclopropyl-5-ethoxy-2′-fluorobiphenyl-4-yl)methyl)piperidin-4-yl)-5-oxo-2-propyl-5,6,7,8-tetrahydro-1,6-naphthyridine-3-carboxylic acid). The yield is 62.7%. As a reaction SMILES: [OH-].[Na+].CO.[CH:5]1([C:8]2[CH:13]=[C:12]([CH2:14][N:15]3[CH2:20][CH2:19][CH:18]([N:21]4[CH2:30][CH2:29][C:28]5[N:27]=[C:26]([CH2:31][CH2:32][CH3:33])[C:25]([C:34]([O:36]C)=[O:35])=[CH:24][C:23]=5[C:22]4=[O:38])[CH2:17][CH2:16]3)[C:11]([O:39][CH2:40][CH3:41])=[CH:10][C:9]=2[C:42]2[CH:47]=[CH:46][CH:45]=[CH:44][C:43]=2[F:48])[CH2:7][CH2:6]1.Cl>C(OCC)(=O)C.C1COCC1>[CH:5]1([C:8]2[CH:13]=[C:12]([CH2:14][N:15]3[CH2:20][CH2:19][CH:18]([N:21]4[CH2:30][CH2:29][C:28]5[N:27]=[C:26]([CH2:31][CH2:32][CH3:33])[C:25]([C:34]([OH:36])=[O:35])=[CH:24][C:23]=5[C:22]4=[O:38])[CH2:17][CH2:16]3)[C:11]([O:39][CH2:40][CH3:41])=[CH:10][C:9]=2[C:42]2[CH:47]=[CH:46][CH:45]=[CH:44][C:43]=2[F:48])[CH2:6][CH2:7]1 |f:0.1|. Procedure details: A 2 M aqueous sodium hydroxide solution (1.50 mL) was added at room temperature to a methanol (5 mL)-THF (5 mL) solution of methyl 6-(1-((2-cyclopropyl-5-ethoxy-2′-fluorobiphenyl-4-yl)methyl)piperidin-4-yl)-5-oxo-2-propyl-5,6,7,8-tetrahydro-1,6-naphthyridine-3-carboxylate (250 mg), and the mixture was stirred at 60° C. for 30 minutes. The reaction mixture was neutralized with 2 M hydrochloric acid at room temperature. Then, ethyl acetate was added thereto, and the solvent was distilled off under... Starting materials: C, O=C(NC1CCN(Cc2ccccc2)C1)C12CC3CC(CC(C3)C1)C2, CCO, NN, O, [Pd]. The product is O=C(NC1CCNC1)C12CC3CC(CC(C3)C1)C2. Reaction SMILES: [C:32].[CH2:1]([c:2]1[cH:3][cH:4][cH:5][cH:6][cH:7]1)[N:8]1[CH2:9][CH:10]([NH:13][C:14](=[O:15])[C:16]23[CH2:17][CH:18]4[CH2:19][CH:20]([CH2:21][CH:22]([CH2:23]2)[CH2:24]4)[CH2:25]3)[CH2:11][CH2:12]1.[CH3:29][CH2:30][OH:31].[NH2:27][NH2:28].[OH2:26].[Pd:33]>>[NH:8]1[CH2:9][CH:10]([NH:13][C:14](=[O:15])[C:16]23[CH2:17][CH:18]4[CH2:19][CH:20]([CH2:21][CH:22]([CH2:23]2)[CH2:24]4)[CH2:25]3)[CH2:11][CH2:12]1. The reactants are COCOC(C(COCOC)(C)C)=O (3-methoxymethoxy-2,2-dimethylpropionic acid methoxymethyl ester), CO (methanol), [OH-].[Na+] (sodium hydroxide), Cl (hydrochloric acid). The solvent is C(C)OCC (diethyl ether). Conditions: time 4 day. Yields the product COCOCC(C(=O)O)(C)C (3-methoxymethoxy-2,2-dimethylpropionic acid). Yield: 111.7%. Reaction SMILES: COC[O:4][C:5](=[O:14])[C:6]([CH3:13])([CH3:12])[CH2:7][O:8][CH2:9][O:10][CH3:11].CO.[OH-].[Na+].Cl>C(OCC)C>[CH3:11][O:10][CH2:9][O:8][CH2:7][C:6]([CH3:13])([CH3:12])[C:5]([OH:14])=[O:4] |f:2.3|. Procedure: To a mixture of 3-methoxymethoxy-2,2-dimethylpropionic acid methoxymethyl ester (16.5 g) and methanol (30 mL), 5 N aqueous sodium hydroxide solution (30 mL) was added, and the resulting mixture was stirred at room temperature for 4 days. Ice was added to the mixture, and at 0° C., 5 N hydrochloric acid (35 mL) and diethyl ether (300 mL) were added thereto. The mixture was shaken and the organic layer was collected. The organic layer was washed with saturated aqueous sodium chloride solution (100... The reactants are C[C@H]1N(CCN(C1)CC1=CC=C(C=C1)[N+](=O)[O-])C(=O)OC(C)(C)C (1,1-dimethylethyl (2R)-2-methyl-4-[(4-nitrophenyl)methyl]-1-piperazinecarboxylate), [OH-].[K+] (KOH), [OH-].[K+] (KOH). Run at time 0.5 hour. Yields the product NC1=CC=C(C=C1)CN1C[C@H](N(CC1)C(=O)OC(C)(C)C)C (1,1-Dimethylethyl (2R)-4-[(4-aminophenyl)methyl]-2-methyl-1-piperazinecarboxylate). Reaction SMILES: [CH3:1][C@@H:2]1[CH2:7][N:6]([CH2:8][C:9]2[CH:14]=[CH:13][C:12]([N+:15]([O-])=O)=[CH:11][CH:10]=2)[CH2:5][CH2:4][N:3]1[C:18]([O:20][C:21]([CH3:24])([CH3:23])[CH3:22])=[O:19].[OH-].[K+]>>[NH2:15][C:12]1[CH:13]=[CH:14][C:9]([CH2:8][N:6]2[CH2:5][CH2:4][N:3]([C:18]([O:20][C:21]([CH3:24])([CH3:23])[CH3:22])=[O:19])[C@H:2]([CH3:1])[CH2:7]2)=[CH:10][CH:11]=1 |f:1.2|. Reported procedure: The title compound was prepared from 1,1-dimethylethyl (2R)-2-methyl-4-[(4-nitrophenyl)methyl]-1-piperazinecarboxylate (D24) using a method similar to that described for D22 in Description 22 although aqueous 2M KOH solution was used in place of solid KOH and the reaction time was 0.5 h. MS (ES): MH+ 306.2, MNa+ 328.2. Starting materials: COC(=O)CBr, O=C([O-])[O-], CC(=O)Oc1cccc2c1CCCC(=O)N2, [K+], [K+], CN(C)C=O, O. Product: COC(=O)CN1C(=O)CCCc2c(OC(C)=O)cccc21. RXN SMILES: [Br:23][CH2:24][C:25](=[O:26])[O:27][CH3:28].[C:17](=[O:18])([O-:19])[O-:20].[C:1]([CH3:2])(=[O:3])[O:4][c:5]1[cH:6][cH:7][cH:8][c:9]2[c:10]1[CH2:11][CH2:12][CH2:13][C:14](=[O:16])[NH:15]2.[K+:21].[K+:22].[O:30]=[CH:31][N:32]([CH3:33])[CH3:34].[OH2:29]>>[C:1]([CH3:2])(=[O:3])[O:4][c:5]1[cH:6][cH:7][cH:8][c:9]2[c:10]1[CH2:11][CH2:12][CH2:13][C:14](=[O:16])[N:15]2[CH2:24][C:25](=[O:26])[O:27][CH3:28]. Starting materials: [Br-], O=C(Cl)CCBr, CC(NC(=O)CBr)c1ccccc1, CCO, [K+]. Yields the product CC(NC(=O)CCBr)c1ccccc1. RXN SMILES: [Br-:20].[Br:14][CH2:15][CH2:16][C:17]([Cl:18])=[O:19].[Br:1][CH2:2][C:3](=[O:4])[NH:5][CH:6]([CH3:7])[c:8]1[cH:9][cH:10][cH:11][cH:12][cH:13]1.[CH3:22][CH2:23][OH:24].[K+:21]>>[CH2:2]([C:3](=[O:4])[NH:5][CH:6]([CH3:7])[c:8]1[cH:9][cH:10][cH:11][cH:12][cH:13]1)[CH2:15][Br:14].